This data is from the Open Reaction Database (ORD), a public repository of structured organic reaction records. The task is: describe an organic reaction: reactants, conditions, products, and yield Starting materials: BrB(Br)Br, O=C([O-])O, COc1ccc2[nH]c(C)cc2c1, ClCCl, [Na+], O. Product: Cc1cc2cc(O)ccc2[nH]1. Reaction SMILES: [B:13]([Br:14])([Br:15])[Br:16].[C:18](=[O:19])([OH:20])[O-:21].[CH3:1][O:2][c:3]1[cH:4][c:5]2[cH:6][c:7]([CH3:12])[nH:8][c:9]2[cH:10][cH:11]1.[Cl:23][CH2:24][Cl:25].[Na+:22].[OH2:17]>>[OH:2][c:3]1[cH:4][c:5]2[cH:6][c:7]([CH3:12])[nH:8][c:9]2[cH:10][cH:11]1. Starting materials: Brc1ncc(Br)n2ccnc12, CC(C)N1CCC(c2ccc(N)cc2)CC1, CCN(C(C)C)C(C)C, CC(C)O. Product: CC(C)N1CCC(c2ccc(Nc3ncc(Br)n4ccnc34)cc2)CC1. RXN SMILES: [Br:26][c:27]1[cH:28][n:29][c:30]([Br:36])[c:31]2[n:32]1[cH:33][cH:34][n:35]2.[CH:10]([CH3:11])([CH3:12])[N:13]1[CH2:14][CH2:15][CH:16]([c:19]2[cH:20][cH:21][c:22]([NH2:25])[cH:23][cH:24]2)[CH2:17][CH2:18]1.[CH:1]([N:2]([CH2:3][CH3:4])[CH:5]([CH3:6])[CH3:7])([CH3:8])[CH3:9].[CH:37]([OH:38])([CH3:39])[CH3:40]>>[CH:10]([CH3:11])([CH3:12])[N:13]1[CH2:14][CH2:15][CH:16]([c:19]2[cH:20][cH:21][c:22]([NH:25][c:30]3[n:29][cH:28][c:27]([Br:26])[n:32]4[c:31]3[n:35][cH:34][cH:33]4)[cH:23][cH:24]2)[CH2:17][CH2:18]1. The reactants are BrCc1ccccc1, C=CCc1ccc(OCCC(C)C)c2c(=O)cc(-c3nnn[nH]3)oc12, C=CCc1ccc(OCCC(C)C)c2c(=O)cc(-c3nnnn3Cc3ccccc3)oc12, CCO, [Na+], [OH-], O. Yields the product CCCc1ccc(OCCC(C)C)c2c(=O)cc(-c3nnn[nH]3)oc12. Reaction SMILES: [Br:26][CH2:27][c:28]1[cH:29][cH:30][cH:31][cH:32][cH:33]1.[CH2:1]([CH:2]=[CH2:3])[c:4]1[cH:5][cH:6][c:7]([O:20][CH2:21][CH2:22][CH:23]([CH3:24])[CH3:25])[c:8]2[c:9](=[O:19])[cH:10][c:11](-[c:14]3[n:15][n:16][n:17][nH:18]3)[o:12][c:13]12.[CH2:36]([c:37]1[c:38]2[o:39][c:40](-[c:41]3[n:42]([CH2:43][c:44]4[cH:45][cH:46][cH:47][cH:48][cH:49]4)[n:50][n:51][n:52]3)[cH:53][c:54](=[O:55])[c:56]2[c:57]([O:58][CH2:59][CH2:60][CH:61]([CH3:62])[CH3:63])[cH:64][cH:65]1)[CH:66]=[CH2:67].[CH3:68][CH2:69][OH:70].[Na+:35].[OH-:34].[OH2:71]>>[CH2:1]([CH2:2][CH3:3])[c:4]1[cH:5][cH:6][c:7]([O:20][CH2:21][CH2:22][CH:23]([CH3:24])[CH3:25])[c:8]2[c:9](=[O:19])[cH:10][c:11](-[c:14]3[n:15][n:16][n:17][nH:18]3)[o:12][c:13]12.